This data is from the Open Reaction Database (ORD), a public repository of structured organic reaction records. The task is: describe an organic reaction: reactants, conditions, products, and yield Reactants: O=C(NC1Cc2cc(-c3ccccc3)nnc2N(Cc2ccccc2)C1)OCc1ccccc1, C1CCOC1, CC#N, Cl, C[Si](C)(C)I, [Na+], [Na+], O=C([O-])[O-], O, O=S(=O)(Cl)c1ccccc1. Yields the product O=S(=O)(NC1Cc2cc(-c3ccccc3)nnc2N(Cc2ccccc2)C1)c1ccccc1. RXN SMILES: [CH2:1]([c:2]1[cH:3][cH:4][cH:5][cH:6][cH:7]1)[N:8]1[CH2:9][CH:10]([NH:24][C:25](=[O:26])[O:27][CH2:28][c:29]2[cH:30][cH:31][cH:32][cH:33][cH:34]2)[CH2:11][c:12]2[c:13]1[n:14][n:15][c:16](-[c:18]1[cH:19][cH:20][cH:21][cH:22][cH:23]1)[cH:17]2.[CH2:60]1[O:61][CH2:62][CH2:63][CH2:64]1.[CH3:51][C:52]#[N:53].[ClH:50].[I:35][Si:36]([CH3:37])([CH3:38])[CH3:39].[Na+:54].[Na+:55].[O-:56][C:57](=[O:58])[O-:59].[OH2:65].[c:40]1([S:46](=[O:47])(=[O:48])[Cl:49])[cH:41][cH:42][cH:43][cH:44][cH:45]1>>[CH2:1]([c:2]1[cH:3][cH:4][cH:5][cH:6][cH:7]1)[N:8]1[CH2:9][CH:10]([NH:24][S:46]([c:40]2[cH:41][cH:42][cH:43][cH:44][cH:45]2)(=[O:47])=[O:48])[CH2:11][c:12]2[c:13]1[n:14][n:15][c:16](-[c:18]1[cH:19][cH:20][cH:21][cH:22][cH:23]1)[cH:17]2.